Task: describe an organic reaction: reactants, conditions, products, and yield. Dataset: the Open Reaction Database (ORD), a public repository of structured organic reaction records Run at time 18 hour. RXN SMILES: Cl.[C:2]([C@H:5]1[O:10][CH2:9][C@H:8]([NH:11][C:12]([C@@H:14]2[NH:28][C:27]3([CH2:33][CH2:32][C:31]([CH3:35])([CH3:34])[CH2:30][CH2:29]3)[C@:16]3([C:24]4[C:19](=[CH:20][C:21]([Cl:25])=[CH:22][CH:23]=4)[NH:18][C:17]3=[O:26])[C@H:15]2[C:36]2[CH:41]=[CH:40][N:39]=[C:38]([Cl:42])[C:37]=2[F:43])=[O:13])[CH2:7][CH2:6]1)(=[O:4])[NH2:3]>CC(O)C>[OH2:4].[ClH:25].[C:2]([C@H:5]1[O:10][CH2:9][C@H:8]([NH:11][C:12]([C@@H:14]2[NH:28][C:27]3([CH2:29][CH2:30][C:31]([CH3:35])([CH3:34])[CH2:32][CH2:33]3)[C@:16]3([C:24]4[C:19](=[CH:20][C:21]([Cl:25])=[CH:22][CH:23]=4)[NH:18][C:17]3=[O:26])[C@H:15]2[C:36]2[CH:41]=[CH:40][N:39]=[C:38]([Cl:42])[C:37]=2[F:43])=[O:13])[CH2:7][CH2:6]1)(=[O:4])[NH2:3].[CH3:2][CH:5]([OH:10])[CH3:6] |f:3.4.5.6|. The reactants are Cl (hydrochloric acid), C(N)(=O)[C@@H]1CC[C@H](CO1)NC(=O)[C@H]1[C@@H]([C@]2(C(NC3=CC(=CC=C23)Cl)=O)C2(N1)CCC(CC2)(C)C)C2=C(C(=NC=C2)Cl)F ((3′R,4′S,5′R)—N-[(3R,6S)-6-carbamoyltetrahydro-2H-pyran-3-yl]-6″-chloro-4′-(2-chloro-3-fluoropyridin-4-yl)-4,4-dimethyl-2″-oxo-1″,2″-dihydrodispiro[cyclohexane-1,2′-pyrrolidine-3′,3″-indole]-5′-carboxamide). Yield: 152.2%. The product is O.Cl.C(N)(=O)[C@@H]1CC[C@H](CO1)NC(=O)[C@H]1[C@@H]([C@]2(C(NC3=CC(=CC=C23)Cl)=O)C2(N1)CCC(CC2)(C)C)C2=C(C(=NC=C2)Cl)F.CC(C)O ((3′R,4′S,5′R)—N-[(3R,6S)-6-carbamoyltetrahydro-2H-pyran-3-yl]-6″-chloro-4′-(2-chloro-3-fluoropyridin-4-yl)-4,4-dimethyl-2″-oxo-1″,2″-dihydrodispiro[cyclohexane-1,2′-pyrrolidine-3′,3″-indole]-5′-carboxamide hydrochloride water 2-propanol). The solvent is CC(C)O (2-propanol). Reported procedure: Concentrated hydrochloric acid (0.026 ml, 0.31 mmol) was added to a 2-propanol (2.0 ml) solution of the compound (192 mg, 0.31 mmol) obtained in Example 70 and the resulting mixture was dissolved by heating. After stirring at room temperature for 18 hours, the precipitate was collected by filtration to give 173 mg (85%) of the title compound as a solid. Reactants: FC1=CC=C(C=C1)C1NCCC1 ((RS)-2-(4-fluoro-phenyl)-pyrrolidine), ClC=1C=C(C=CC1C)S(=O)(=O)Cl (3-chloro-4-methyl-benzenesulfonyl chloride). Product: ClC=1C=C(C=CC1C)S(=O)(=O)N1C(CCC1)C1=CC=C(C=C1)F ((RS)-1-(3-Chloro-4-methyl-benzenesulfonyl)-2-(4-fluoro-phenyl)-pyrrolidine). RXN SMILES: [F:1][C:2]1[CH:7]=[CH:6][C:5]([CH:8]2[CH2:12][CH2:11][CH2:10][NH:9]2)=[CH:4][CH:3]=1.[Cl:13][C:14]1[CH:15]=[C:16]([S:21](Cl)(=[O:23])=[O:22])[CH:17]=[CH:18][C:19]=1[CH3:20]>>[Cl:13][C:14]1[CH:15]=[C:16]([S:21]([N:9]2[CH2:10][CH2:11][CH2:12][CH:8]2[C:5]2[CH:4]=[CH:3][C:2]([F:1])=[CH:7][CH:6]=2)(=[O:23])=[O:22])[CH:17]=[CH:18][C:19]=1[CH3:20]. Reported procedure: The title compound, off-white solid, m.p. 134° C. and MS: m/e=353 (M+) was prepared in accordance with the general method of example 1e from (RS)-2-(4-fluoro-phenyl)-pyrrolidine and 3-chloro-4-methyl-benzenesulfonyl chloride. Reactants: Cc1noc(-c2ccc(Br)cc2)c1C(O)CCCc1ccccc1, CCOC(=O)C1(c2ccc(B3OC(C)(C)C(C)(C)O3)cc2)CC1, Cl[Pd]Cl, c1ccc(P(c2ccccc2)c2ccccc2)cc1, c1ccc(P(c2ccccc2)c2ccccc2)cc1. The product is CCOC(=O)C1(c2ccc(-c3ccc(-c4onc(C)c4C(O)CCCc4ccccc4)cc3)cc2)CC1. RXN SMILES: [Br:1][c:2]1[cH:3][cH:4][c:5](-[c:8]2[c:9]([CH:14]([CH2:15][CH2:16][CH2:17][c:18]3[cH:19][cH:20][cH:21][cH:22][cH:23]3)[OH:24])[c:10]([CH3:13])[n:11][o:12]2)[cH:6][cH:7]1.[CH2:25]([CH3:26])[O:27][C:28](=[O:29])[C:30]1([c:33]2[cH:34][cH:35][c:36]([B:39]3[O:40][C:41]([CH3:42])([CH3:43])[C:44]([CH3:45])([CH3:46])[O:47]3)[cH:37][cH:38]2)[CH2:31][CH2:32]1.[Pd:48]([Cl:49])[Cl:50].[c:51]1([P:52]([c:53]2[cH:54][cH:55][cH:56][cH:57][cH:58]2)[c:59]2[cH:60][cH:61][cH:62][cH:63][cH:64]2)[cH:65][cH:66][cH:67][cH:68][cH:69]1.[c:70]1([P:71]([c:72]2[cH:73][cH:74][cH:75][cH:76][cH:77]2)[c:78]2[cH:79][cH:80][cH:81][cH:82][cH:83]2)[cH:84][cH:85][cH:86][cH:87][cH:88]1>>[c:2]1(-[c:36]2[cH:35][cH:34][c:33]([C:30]3([C:28]([O:27][CH2:25][CH3:26])=[O:29])[CH2:31][CH2:32]3)[cH:38][cH:37]2)[cH:3][cH:4][c:5](-[c:8]2[c:9]([CH:14]([CH2:15][CH2:16][CH2:17][c:18]3[cH:19][cH:20][cH:21][cH:22][cH:23]3)[OH:24])[c:10]([CH3:13])[n:11][o:12]2)[cH:6][cH:7]1. Starting materials: ClCCCCOC=1C=CC2=C(C(OC(N2)=O)C)C1 (6-(4-chlorobutoxy)-4-methyl-4H-3,1-benzoxazin-2-one), CC1=CC=C(C=C1)S (4-methyl-thiophenol). Product: CC1=CC=C(C=C1)SCCCCOC=1C=CC2=C(C(OC(N2)=O)C)C1 (6-[4-(4-Methyl-phenylmercapto)-butoxy]-4-methyl-4H-3,1-benzoxazin-2-one). As a reaction SMILES: Cl[CH2:2][CH2:3][CH2:4][CH2:5][O:6][C:7]1[CH:8]=[CH:9][C:10]2[NH:15][C:14](=[O:16])[O:13][CH:12]([CH3:17])[C:11]=2[CH:18]=1.[CH3:19][C:20]1[CH:25]=[CH:24][C:23]([SH:26])=[CH:22][CH:21]=1>>[CH3:19][C:20]1[CH:25]=[CH:24][C:23]([S:26][CH2:2][CH2:3][CH2:4][CH2:5][O:6][C:7]2[CH:8]=[CH:9][C:10]3[NH:15][C:14](=[O:16])[O:13][CH:12]([CH3:17])[C:11]=3[CH:18]=2)=[CH:22][CH:21]=1. Procedure: Prepared analogously to Example 1 from 6-(4-chlorobutoxy)-4-methyl-4H-3,1-benzoxazin-2-one and 4-methyl-thiophenol. Starting materials: BrCC=1C=NC(=NC1)C1=CC=CC=C1 (5-(Bromomethyl)-2-phenylpyrimidine), N1=CC=C(C=C1)B(O)O (4-pyridineboronic acid). Conditions: time 30 minute. Yields the product C1(=CC=CC=C1)C1=NC=C(C=N1)CC1=CC=NC=C1 (2-Phenyl-5-(pyridin-4-ylmethyl)pyrimidine). As a reaction SMILES: Br[CH2:2][C:3]1[CH:4]=[N:5][C:6]([C:9]2[CH:14]=[CH:13][CH:12]=[CH:11][CH:10]=2)=[N:7][CH:8]=1.[N:15]1[CH:20]=[CH:19][C:18](B(O)O)=[CH:17][CH:16]=1>>[C:9]1([C:6]2[N:5]=[CH:4][C:3]([CH2:2][C:18]3[CH:19]=[CH:20][N:15]=[CH:16][CH:17]=3)=[CH:8][N:7]=2)[CH:14]=[CH:13][CH:12]=[CH:11][CH:10]=1. Procedure details: Synthesized using compound 64a (102 mg, 0.41 mmol) and 4-pyridineboronic acid (76 mg, 0.61 mmol) according to Method C. Crude product was purified by flash chromatography on silica-gel using a mixture of hexane/ethyl acetate (1:2) as eluent. After flash chromatography the product was solved in ethyl acetate and a few drops of conc. HCl and water were added. After stirring for 30 minutes the phases were separated and water phase was neutralized with aqueous Na2CO3-solution (2M). After extraction ... The reactants are C(=O)O (Formic acid), C1(=CC=CC=C1)C (toluene), C1OC2(CCC(CC2)C2=CC(=C(C(=C2)F)F)F)OC1 (1,1-ethylenedioxy-4-(3',4', 5'-trifluorophenyl)cyclohexane). Solvent: O (water). Run at time 2 hour. The product is FC=1C=C(C=C(C1F)F)C1CCC(CC1)=O (4-(3',4',5'-trifluorophenyl)cyclohexanone). Yield: 79.2%. As a reaction SMILES: C(O)=O.C1(C)C=CC=CC=1.C1CO[C:13]2([CH2:18][CH2:17][CH:16]([C:19]3[CH:24]=[C:23]([F:25])[C:22]([F:26])=[C:21]([F:27])[CH:20]=3)[CH2:15][CH2:14]2)[O:12]1>O>[F:25][C:23]1[CH:24]=[C:19]([CH:16]2[CH2:15][CH2:14][C:13](=[O:12])[CH2:18][CH2:17]2)[CH:20]=[C:21]([F:27])[C:22]=1[F:26]. Procedure: Formic acid (82.7 g) and toluene (20 ml) were added to 1,1-ethylenedioxy-4-(3',4', 5'-trifluorophenyl)cyclohexane (95.02 g), followed by heating the mixture under reflux with stirring for 2 hours, adding the reaction solution to water (500 ml), extracting with ethyl acetate (1 l), drying the organic layer over anhydrous magnesium sulfate, distilling off the solvent under reduced pressure, and recrystallizing from ethanol, to obtain 4-(3',4',5'-trifluorophenyl)cyclohexanone (63.1 g). m.p. 123.5° ... The reactants are CO, Cl, [Na+], [OH-], CCOC(=O)C(Cc1ccc(C(F)(F)F)cc1)C(O)c1ccoc1. Product: O=C(O)C(Cc1ccc(C(F)(F)F)cc1)C(O)c1ccoc1. As a reaction SMILES: [CH3:28][OH:29].[ClH:27].[Na+:26].[OH-:25].[o:1]1[cH:2][c:3]([CH:6]([CH:7]([C:8](=[O:9])[O:10][CH2:11][CH3:12])[CH2:13][c:14]2[cH:15][cH:16][c:17]([C:20]([F:21])([F:22])[F:23])[cH:18][cH:19]2)[OH:24])[cH:4][cH:5]1>>[o:1]1[cH:2][c:3]([CH:6]([CH:7]([C:8](=[O:9])[OH:10])[CH2:13][c:14]2[cH:15][cH:16][c:17]([C:20]([F:21])([F:22])[F:23])[cH:18][cH:19]2)[OH:24])[cH:4][cH:5]1. Starting materials: C(C)(C)(C)OC(=O)NCC1=CC=C(C=C1)C[C@@H](C(=O)[C@@]1(OC1)C)NC(OCC1=CC=CC=C1)=O (Benzyl ((S)-3-(4-((tert-butyloxycarbonylamino)methyl)phenyl)-1-((R)-2-methyloxiran-2-yl)-1-oxopropan-2-yl)carbamate), C(=O)(C(F)(F)F)O (TFA). Run in CO (MeOH). Reaction conditions: time 10 minute. Product: OC(=O)C(F)(F)F.N[C@@H](CC1=CC=C(CNC(OC(C)(C)C)=O)C=C1)C(=O)[C@@]1(OC1)C (tert-Butyl 4-((S)-2-amino-3-((R)-2-methyloxiran-2-yl)-3-oxopropyl)benzylcarbamate TFA salt). RXN SMILES: [C:1]([O:5][C:6]([NH:8][CH2:9][C:10]1[CH:15]=[CH:14][C:13]([CH2:16][C@H:17]([NH:24]C(=O)OCC2C=CC=CC=2)[C:18]([C@@:20]2([CH3:23])[CH2:22][O:21]2)=[O:19])=[CH:12][CH:11]=1)=[O:7])([CH3:4])([CH3:3])[CH3:2].[C:35]([OH:41])([C:37]([F:40])([F:39])[F:38])=[O:36]>CO>[OH:41][C:35]([C:37]([F:40])([F:39])[F:38])=[O:36].[NH2:24][C@H:17]([C:18]([C@@:20]1([CH3:23])[CH2:22][O:21]1)=[O:19])[CH2:16][C:13]1[CH:14]=[CH:15][C:10]([CH2:9][NH:8][C:6](=[O:7])[O:5][C:1]([CH3:4])([CH3:3])[CH3:2])=[CH:11][CH:12]=1 |f:3.4|. Procedure details: Cbz-protected amine 14 (107 mg, 0.23 mmol) was dissolved in MeOH (5 mL) and to this was added TFA (1.2 eq., 0.27 mmol, 21 μL). Argon was bubbled through the solution for 15 minutes, after which Pd black (10 mg) was added and the flask was charged with hydrogen gas. After 10 minutes, TLC analysis indicated complete conversion of starting material and all solids were removed by filtration over CELITE. Toluene (10 mL) was added and the mixture was concentrated under reduced pressure followed by coe... Reactants: C(C1=CC=CC=C1)C1CCNCC1 (4-benzyl-piperidine), O=C(CCC1=NC2=C(N1CCC#N)C=CC=C2)C (3-[2-(3-oxo-butyl)-benzimidazol-1-yl]-propionitrile), ClCCCl (1,2-dichloroethane), C(C)(=O)O[BH-](OC(C)=O)OC(C)=O.[Na+] (sodium triacetoxyborohydride). Solvent: C(Cl)(Cl)Cl (chloroform), C(=O)([O-])[O-].[Na+].[Na+] (Na2CO3). Conditions: time 3 day. The product is C(C1=CC=CC=C1)C1CCN(CC1)C(CCC1=NC2=C(N1CCC#N)C=CC=C2)C (3-{2-[3-(4-benzyl-piperidin-1-yl)-butyl]-benzimidazol-1-yl}-propionitrile). The yield is 80.3%. RXN SMILES: [CH2:1]([CH:8]1[CH2:13][CH2:12][NH:11][CH2:10][CH2:9]1)[C:2]1[CH:7]=[CH:6][CH:5]=[CH:4][CH:3]=1.O=[C:15]([CH3:31])[CH2:16][CH2:17][C:18]1[N:22]([CH2:23][CH2:24][C:25]#[N:26])[C:21]2[CH:27]=[CH:28][CH:29]=[CH:30][C:20]=2[N:19]=1.ClCCCl.C(O[BH-](OC(=O)C)OC(=O)C)(=O)C.[Na+]>C(Cl)(Cl)Cl.C([O-])([O-])=O.[Na+].[Na+]>[CH2:1]([CH:8]1[CH2:13][CH2:12][N:11]([CH:15]([CH3:31])[CH2:16][CH2:17][C:18]2[N:22]([CH2:23][CH2:24][C:25]#[N:26])[C:21]3[CH:27]=[CH:28][CH:29]=[CH:30][C:20]=3[N:19]=2)[CH2:10][CH2:9]1)[C:2]1[CH:7]=[CH:6][CH:5]=[CH:4][CH:3]=1 |f:3.4,6.7.8|. Reported procedure: A mixture of 0.3 g of 4-benzyl-piperidine, 0.24 g of 3-[2-(3-oxo-butyl)-benzimidazol-1-yl]-propionitrile, 5 mL of 1,2-dichloroethane and 0.3 g of sodium triacetoxyborohydride was stirred at room temperature for 3 days. The reaction mixture was diluted with 50 mL chloroform and 10 mL saturated aqueous Na2CO3 and the layers separated. The aqueous layer was extracted with 2×25 mL of chloroform and the combined organic layers dried over magnesium sulfate and concentrated under reduced pressure. Low ... Reactants: C1=CCCC1 (cyclopentene), CC=1C=C(C=C(C1)C)O (3,5-dimethylphenol), C1(=CC=C(C=C1)S(=O)(=O)O)C (p-toluene sulphonic acid). Conditions: time 2 hour. The product is CC=1C(=C(C=C(C1)C)O)C1CCCC1 (3,5-dimethyl-2-cyclopentylphenol). Yield: 31.6%. Reaction SMILES: [CH:1]1[CH2:5][CH2:4][CH2:3][CH:2]=1.[CH3:6][C:7]1[CH:8]=[C:9]([OH:14])[CH:10]=[C:11]([CH3:13])[CH:12]=1.C1(C)C=CC(S(O)(=O)=O)=CC=1>>[CH3:6][C:7]1[C:8]([CH:1]2[CH2:5][CH2:4][CH2:3][CH2:2]2)=[C:9]([OH:14])[CH:10]=[C:11]([CH3:13])[CH:12]=1. Reported procedure: 102 g of cyclopentene are added dropwise to 244 g of 3,5-dimethylphenol and 20 g of p-toluene sulphonic acid at 120° C. The mixture is then stirred at this temperature for 2 h. After removal of the catalyst by washing with sodium hydrogen carbonate solution the mixture is fractionated. At boiling point 104° C (0.5 mm Hg) 90 g of 3,5-dimethyl-2-cyclopentylphenol are obtained.